This data is from the Open Reaction Database (ORD), a public repository of structured organic reaction records. The task is: describe an organic reaction: reactants, conditions, products, and yield The yield is 91.7%. Run at temperature 80 celsius, time 3 hour. Reaction SMILES: [N:1]([C@H:4]([C:6]1[CH:11]=[CH:10][CH:9]=[C:8]([N+:12]([O-:14])=[O:13])[CH:7]=1)[CH3:5])=[N+]=[N-].C1(P(C2C=CC=CC=2)C2C=CC=CC=2)C=CC=CC=1>C1(C)C=CC=CC=1.O.C(OCC)(=O)C>[N+:12]([C:8]1[CH:7]=[C:6]([C@@H:4]([NH2:1])[CH3:5])[CH:11]=[CH:10][CH:9]=1)([O-:14])=[O:13]. The reactants are N(=[N+]=[N-])[C@@H](C)C1=CC(=CC=C1)[N+](=O)[O-] (1-[(1S)-1-azidoethyl]-3-nitrobenzene), C1(=CC=CC=C1)P(C1=CC=CC=C1)C1=CC=CC=C1 (triphenylphosphine). Product: [N+](=O)([O-])C=1C=C(C=CC1)[C@H](C)N ((1S)-1-(3-nitrophenyl)ethanamine). Reported procedure: To a solution of 1-[(1S)-1-azidoethyl]-3-nitrobenzene (16.5 g, 86 mmol) in a mixture of toluene (325 mL) and water (40 mL) was added triphenylphosphine (44.5 g, 170 mmol) in one portion. The mixture was immediately heated to 80° C. where it was stirred for 3 hours. After this time the mixture was allowed to cool to room temperature, was diluted with ethyl acetate (100 mL), the two phases separated and the organic phase extracted with dilute aqueous hydrochloric acid (2M, 3×100 mL). The acidic ex... Run in C(C)(=O)OCC (ethyl acetate), C1(=CC=CC=C1)C (toluene), O (water). Starting materials: ClC1=NC=NC(=C1C#N)NC=1C=NC(=CC1)SC (4-Chloro-6-(6-methylsulfanyl-pyridin-3-ylamino)-pyrimidine-5-carbonitrile), Cl.C(C)(C)C1=NOC(=N1)C1CCNCC1 (4-(3-isopropyl-[1,2,4]oxadiazol-5-yl)-piperidine hydrochloride), C([O-])([O-])=O.[K+].[K+] (Potassium Carbonate), C([O-])(O)=O.[Na+] (sodium bicarbonate). Solvent: CN(C)C=O (DMF), C(C)(=O)OCC (ethyl acetate), CN(C)C=O (DMF). Reaction conditions: time 1 hour. The product is C(C)(C)C1=NOC(=N1)C1CCN(CC1)C1=NC=NC(=C1C#N)NC=1C=NC(=CC1)SC (4-[4-(3-Isopropyl-[1,2,4]oxadiazol-5-yl)-piperidin-1-yl]-6-(6-methylsulfanyl-pyridin-3-ylamino)-pyrimidine-5-carbonitrile). Reaction SMILES: Cl[C:2]1[C:7]([C:8]#[N:9])=[C:6]([NH:10][C:11]2[CH:12]=[N:13][C:14]([S:17][CH3:18])=[CH:15][CH:16]=2)[N:5]=[CH:4][N:3]=1.C(=O)([O-])[O-].[K+].[K+].Cl.[CH:26]([C:29]1[N:33]=[C:32]([CH:34]2[CH2:39][CH2:38][NH:37][CH2:36][CH2:35]2)[O:31][N:30]=1)([CH3:28])[CH3:27].C(=O)(O)[O-].[Na+]>CN(C=O)C.C(OCC)(=O)C>[CH:26]([C:29]1[N:33]=[C:32]([CH:34]2[CH2:39][CH2:38][N:37]([C:2]3[C:7]([C:8]#[N:9])=[C:6]([NH:10][C:11]4[CH:12]=[N:13][C:14]([S:17][CH3:18])=[CH:15][CH:16]=4)[N:5]=[CH:4][N:3]=3)[CH2:36][CH2:35]2)[O:31][N:30]=1)([CH3:28])[CH3:27] |f:1.2.3,4.5,6.7|. Procedure details: 4-Chloro-6-(6-methylsulfanyl-pyridin-3-ylamino)-pyrimidine-5-carbonitrile (80.00 mg, 0.29 mmol) in DMF (2 ml) was mixture with Potassium Carbonate (79.62 mg, 0.58 mmol), added 4-(3-isopropyl-[1,2,4]oxadiazol-5-yl)-piperidine hydrochloride (237.4 mg, 1.08 or 1.02 mmol) in DMF (1 ml) and left stirring at room temperature for 1 hour. Reaction was worked up with ethyl acetate, sodium bicarbonate, dried with magnesium sulfate, filtered and concentrate under high vacuum. Compound was recrystallized us... Starting materials: CC1CNC(=O)c2cc3cc(OCc4ccccc4)ccc3n21, CO. Yields the product CC1CNC(=O)c2cc3cc(O)ccc3n21. RXN SMILES: [CH2:1]([c:2]1[cH:3][cH:4][cH:5][cH:6][cH:7]1)[O:8][c:9]1[cH:10][c:11]2[cH:12][c:13]3[n:14]([c:15]2[cH:16][cH:17]1)[CH:18]([CH3:23])[CH2:19][NH:20][C:21]3=[O:22].[CH3:24][OH:25]>>[OH:8][c:9]1[cH:10][c:11]2[cH:12][c:13]3[n:14]([c:15]2[cH:16][cH:17]1)[CH:18]([CH3:23])[CH2:19][NH:20][C:21]3=[O:22]. The reactants are ClCCl, CC(=O)[O-], CO, [Cl-], CSC(=N)Cc1ccc(CN2C(=O)c3cccc(NC(=O)c4ccc(Cl)s4)c3C2=O)cc1, [NH4+], [NH4+]. The product is N=C(N)Cc1ccc(CN2C(=O)c3cccc(NC(=O)c4ccc(Cl)s4)c3C2=O)cc1. As a reaction SMILES: [CH2:42]([Cl:43])[Cl:44].[CH3:34][C:35](=[O:36])[O-:37].[CH3:40][OH:41].[Cl-:38].[Cl:1][c:2]1[cH:3][cH:4][c:5]([C:7](=[O:8])[NH:9][c:10]2[c:11]3[c:15]([cH:16][cH:17][cH:18]2)[C:14](=[O:19])[N:13]([CH2:20][c:21]2[cH:22][cH:23][c:24]([CH2:27][C:28](=[NH:29])[S:30][CH3:31])[cH:25][cH:26]2)[C:12]3=[O:32])[s:6]1.[NH4+:33].[NH4+:39]>>[Cl:1][c:2]1[cH:3][cH:4][c:5]([C:7](=[O:8])[NH:9][c:10]2[c:11]3[c:15]([cH:16][cH:17][cH:18]2)[C:14](=[O:19])[N:13]([CH2:20][c:21]2[cH:22][cH:23][c:24]([CH2:27][C:28]([NH2:29])=[NH:33])[cH:25][cH:26]2)[C:12]3=[O:32])[s:6]1.